From a dataset of the Open Reaction Database (ORD), a public repository of structured organic reaction records. describe an organic reaction: reactants, conditions, products, and yield The reactants are ClC1=CC(=C(C=C1)NCC=1C=NC=CC1)OC (3-(4-chloro-2-methoxyphenylaminomethyl)pyridine), C([O-])([O-])=O.[K+].[K+] (potassium carbonate), CS(=O)(=O)Cl (methanesulfonyl chloride). Solvent: ClCCl (dichloromethane). Yields the product ClC1=CC(=C(C=C1)N(S(=O)(=O)C)CC=1C=NC=CC1)OC (N-(4-chloro-2-methoxyphenyl)-N-(pyridin-3-ylmethyl)-methanesulfonamide). As a reaction SMILES: [Cl:1][C:2]1[CH:7]=[CH:6][C:5]([NH:8][CH2:9][C:10]2[CH:11]=[N:12][CH:13]=[CH:14][CH:15]=2)=[C:4]([O:16][CH3:17])[CH:3]=1.C(=O)([O-])[O-].[K+].[K+].[CH3:24][S:25](Cl)(=[O:27])=[O:26]>ClCCl>[Cl:1][C:2]1[CH:7]=[CH:6][C:5]([N:8]([CH2:9][C:10]2[CH:11]=[N:12][CH:13]=[CH:14][CH:15]=2)[S:25]([CH3:24])(=[O:27])=[O:26])=[C:4]([O:16][CH3:17])[CH:3]=1 |f:1.2.3|. Procedure details: A 2.5 g. portion of 3-(4-chloro-2-methoxyphenylaminomethyl)pyridine was dissolved in 20 ml. of dichloromethane, and to it were added 2.1 g. of potassium carbonate and 1.2 ml. of methanesulfonyl chloride. The mixture was stirred with gentle heating for 2 days, and was then extracted with aqueous sodium bicarbonate. The organic phase was dried and evaporated under vacuum, and the residue was redissolved in dichloromethane and 2.6 g. of methanesulfonic anhydride was added. The mixture was stirred a...